From a dataset of the Open Reaction Database (ORD), a public repository of structured organic reaction records. describe an organic reaction: reactants, conditions, products, and yield Starting materials: N (ammonia), O=C1CCCC2=C1C=CO2 (4-oxo-4,5,6,7-tetrahydrobenzofuran). The solvent is C(C)O (ethanol). Product: O=C1C=2C=CNC2CCC1 (4-oxo-4,5,6,7-tetrahydroindole). Isolated yield 96.0%. Reaction SMILES: [NH3:1].[O:2]=[C:3]1[C:8]2[CH:9]=[CH:10]O[C:7]=2[CH2:6][CH2:5][CH2:4]1>C(O)C>[O:2]=[C:3]1[CH2:4][CH2:5][CH2:6][C:7]2[NH:1][CH:10]=[CH:9][C:8]1=2. Reported procedure: To a mixture of 3 ml of ethanol and 7 ml of 29% aqueous ammonia was added 1.0 g of 4-oxo-4,5,6,7-tetrahydrobenzofuran, and then the mixture was subjected to reaction in a sealed tube at 150° C. for 12 hours. After completing the reaction, the reaction mixture was concentrated. The resulting residue was applied to a column of silica gel and eluted with a mixed solvent of acetone and ethyl acetate to give 950 mg (yield: 96%) of 4-oxo-4,5,6,7-tetrahydroindole being a light yellowish crystal. Reactants: OCCCC1C(CC(N1)=O)C (5-(3-hydroxypropyl)-4-methylpyrrolidin-2-one), CC=1C=CC(=CC1)S(=O)(=O)O (PTSA). Run in C1(=CC=CC=C1)C (toluene). Product: CC1CC(NC1CC=C)=O (4-methyl-5-(2-propenyl)pyrrolidin-2-one). As a reaction SMILES: O[CH2:2][CH2:3][CH2:4][CH:5]1[NH:9][C:8](=[O:10])[CH2:7][CH:6]1[CH3:11].CC1C=CC(S(O)(=O)=O)=CC=1>C1(C)C=CC=CC=1>[CH3:11][CH:6]1[CH:5]([CH2:4][CH:3]=[CH2:2])[NH:9][C:8](=[O:10])[CH2:7]1. Procedure: The product of EXAMPLE 235 is treated with PTSA in refluxing toluene, with a Dean-Stark trap to remove water. The solvent is removed to yield the title material. Reactants: C(C)OC(C(C(C(OCC)OCC)C1=CC(=C(C=C1)OC)OCC1(CC1)C1=CC=CC=C1)C(=O)OCC)=O (4,4-diethoxy-2-ethoxycarbonyl-3-[4-methoxy-3-[(1-phenylcyclopropyl)methyloxy]phenyl]butyric acid ethyl ester), C(C)OC(C(C(C(OCC)OCC)C1=CC(=C(C=C1)OC)OC)C(=O)OCC)=O (3-(3,4-dimethoxyphenyl)-4,4-diethoxy-2-ethoxycarbonylbutyric acid ethyl ester). Yields the product C(C)OC(C(CC(=O)O)C1=CC(=C(C=C1)OC)OCC1(CC1)C1=CC=CC=C1)OCC (4,4-diethoxy-3-[4-methoxy-3-[(1-phenylcyclopropyl)methyloxy]phenyl]butyric acid). Yield: 65.1%. Reaction SMILES: C([O:3][C:4](=[O:38])[CH:5](C(OCC)=O)[CH:6]([C:14]1[CH:19]=[CH:18][C:17]([O:20][CH3:21])=[C:16]([O:22][CH2:23][C:24]2([C:27]3[CH:32]=[CH:31][CH:30]=[CH:29][CH:28]=3)[CH2:26][CH2:25]2)[CH:15]=1)[CH:7]([O:11][CH2:12][CH3:13])[O:8][CH2:9][CH3:10])C.C(OC(=O)C(C(OCC)=O)C(C1C=CC(OC)=C(OC)C=1)C(OCC)OCC)C>>[CH2:9]([O:8][CH:7]([O:11][CH2:12][CH3:13])[CH:6]([C:14]1[CH:19]=[CH:18][C:17]([O:20][CH3:21])=[C:16]([O:22][CH2:23][C:24]2([C:27]3[CH:32]=[CH:31][CH:30]=[CH:29][CH:28]=3)[CH2:25][CH2:26]2)[CH:15]=1)[CH2:5][C:4]([OH:38])=[O:3])[CH3:10]. Procedure: Using the same procedure as in Example 1(3), 4,4-diethoxy-2-ethoxycarbonyl-3-[4-methoxy-3-[(1-phenylcyclopropyl)methyloxy]phenyl]butyric acid ethyl ester, instead of 3-(3,4-dimethoxyphenyl)-4,4-diethoxy-2-ethoxycarbonylbutyric acid ethyl ester, was used to obtain a yellow solid of the above-described compound via 4,4-diethoxy-3-[4-methoxy-3-[(1-phenylcyclopropyl)methyloxy]phenyl]butyric acid (yield 65.1%). The reactants are CCI, CN(C)C=O, CCOC(=O)c1c[nH]c2c(F)c(C)c(F)cc2c1=O, [H-], [H][H], [Na+], O. Yields the product CCOC(=O)c1cn(CC)c2c(F)c(C)c(F)cc2c1=O. As a reaction SMILES: [CH2:24]([CH3:25])[I:26].[CH3:27][N:28]([CH3:29])[CH:30]=[O:31].[F:1][c:2]1[cH:3][c:4]2[c:5](=[O:19])[c:6]([C:14](=[O:15])[O:16][CH2:17][CH3:18])[cH:7][nH:8][c:9]2[c:10]([F:13])[c:11]1[CH3:12].[H-:20].[H:22][H:23].[Na+:21].[OH2:32]>>[F:1][c:2]1[cH:3][c:4]2[c:5](=[O:19])[c:6]([C:14](=[O:15])[O:16][CH2:17][CH3:18])[cH:7][n:8]([CH2:24][CH3:25])[c:9]2[c:10]([F:13])[c:11]1[CH3:12]. The reactants are O.O.C(C)(=O)[O-].[Cd+2].C(C)(=O)[O-] (Cadmium acetate dihydrate), ClC(C1OCCN1C(=S)[S-])(Cl)Cl.C(C)[NH+](CC)CC (triethylammonium 2-trichloromethyloxazolidine-3-carbodithioate). Reagents/catalysts: [Cu] (copper), [Zn] (zinc). Run in C(C)O (ethanol). Yields the product ClC(C1OCCN1C(=S)[S-])(Cl)Cl.ClC(C1OCCN1C(=S)[S-])(Cl)Cl.[Cd+2] (Cadmium Bis (2-trichloromethyl-3-oxazolidinecarbodithioate)). Reaction SMILES: O.O.C([O-])(=O)C.[Cd+2:7].C([O-])(=O)C.[Cl:12][C:13]([Cl:23])([Cl:22])[CH:14]1[N:18]([C:19]([S-:21])=[S:20])[CH2:17][CH2:16][O:15]1.C([NH+](CC)CC)C>[Zn].[Cu].C(O)C>[Cl:23][C:13]([Cl:12])([Cl:22])[CH:14]1[N:18]([C:19]([S-:21])=[S:20])[CH2:17][CH2:16][O:15]1.[Cl:23][C:13]([Cl:12])([Cl:22])[CH:14]1[N:18]([C:19]([S-:21])=[S:20])[CH2:17][CH2:16][O:15]1.[Cd+2:7] |f:0.1.2.3.4,5.6,10.11.12|. Reported procedure: Cadmium acetate dihydrate (6.7 g., 0.025 mole) was stirred into a solution of 18.4g. (0.050 mole) of triethylammonium 2-trichloromethyloxazolidine-3-carbodithioate in 300 ml. of 95% ethanol at 30°C. The precipitate was filtered off at 5°C. and water-washed on the filter. After drying in a vacuum desiccator, there was obtained 12.8 g. of white crystals, melting at 223°-225°C. with decomposition. Its infra-red spectrum confirmed the desired structure and was essentially the same as that of the cor... The reactants are O=S(Cl)Cl (SOCl2), [Al+3].[Cl-].[Cl-].[Cl-] (AlCl3), BrC=1C(=C(C=C(C1)OC)CC(=O)O)OC ((3-Bromo-2,5-dimethoxy-phenyl)-acetic acid), C1(=CC=CC=C1)OC (anisole). The solvent is CN(C)C=O (DMF), C(Cl)Cl (CH2Cl2), CO (MeOH). Reaction conditions: time 3 hour. Yields the product BrC=1C(=C(C=C(C1)OC)CC(=O)C1=CC=C(C=C1)OC)OC (2-(3-Bromo-2,5-dimethoxy-phenyl)-1-(4-methoxy-phenyl)-ethanone). Yield: 75.0%. As a reaction SMILES: [Br:1][C:2]1[C:3]([O:14][CH3:15])=[C:4]([CH2:10][C:11]([OH:13])=O)[CH:5]=[C:6]([O:8][CH3:9])[CH:7]=1.O=S(Cl)Cl.[C:20]1([O:26][CH3:27])[CH:25]=[CH:24][CH:23]=[CH:22][CH:21]=1.[Al+3].[Cl-].[Cl-].[Cl-]>C(Cl)Cl.CO.CN(C=O)C>[Br:1][C:2]1[C:3]([O:14][CH3:15])=[C:4]([CH2:10][C:11]([C:23]2[CH:24]=[CH:25][C:20]([O:26][CH3:27])=[CH:21][CH:22]=2)=[O:13])[CH:5]=[C:6]([O:8][CH3:9])[CH:7]=1 |f:3.4.5.6|. Reported procedure: To a cooled (0° C.) solution of 55 (2.8 g, 10 mmol) in CH2Cl2 (50 ml) was added SOCl2 (1.8 g, 15 mmol) and DMF (2 ml) and the reaction was stirred for 3 hr. The solution was concentrated and the resulting oil was taken up into dichloroethane (50 ml). The solution was cooled and anisole (2.0 g, 1 8.4 mmol) was added followed by AlCl3 (1.8 g, 13.8 mmol). The reaction was stirred for 1 hr and was then quenched with 2N HCl aq. The organic layer was dried over MgSO4, concentrated to give an oil which... The reactants are CC(C)(C)O, Cc1nc(C#Cc2ccnc(Cl)c2)cn1-c1cccc(F)n1, [K+], [OH-]. Product: Cc1nc(C#Cc2ccnc(Cl)c2)cn1-c1cccc(O)n1. RXN SMILES: [CH3:25][C:26]([OH:27])([CH3:28])[CH3:29].[F:1][c:2]1[n:3][c:4](-[n:8]2[c:9]([CH3:22])[n:10][c:11]([C:13]#[C:14][c:15]3[cH:16][c:17]([Cl:21])[n:18][cH:19][cH:20]3)[cH:12]2)[cH:5][cH:6][cH:7]1.[K+:24].[OH-:23]>>[c:2]1([OH:23])[n:3][c:4](-[n:8]2[c:9]([CH3:22])[n:10][c:11]([C:13]#[C:14][c:15]3[cH:16][c:17]([Cl:21])[n:18][cH:19][cH:20]3)[cH:12]2)[cH:5][cH:6][cH:7]1.